From a dataset of the Open Reaction Database (ORD), a public repository of structured organic reaction records. describe an organic reaction: reactants, conditions, products, and yield Starting materials: BrCC#C (3-bromoprop-1-yne), FC(C1=NN(C(=C1)C(F)F)CC(=O)N1CCC(CC1)C=1SC=C(N1)C1=NOC(C1)C1=C(C(=CC=C1F)O)F)F (2-[3,5-bis(difluoromethyl)-1H-pyrazol-1-yl]-1-(4-{4-[5-(2,6-difluoro-3-hydroxyphenyl)-4,5-dihydro-1,2-oxazol-3-yl]-1,3-thiazol-2-yl}piperidin-1-yl)ethanone), C([O-])([O-])=O.[K+].[K+] (potassium carbonate), [I-].[K+] (potassium iodide), [Cl-].[NH4+] (ammonium chloride). The solvent is C1(=CC=CC=C1)C (toluene), CN(C=O)C (N,N-dimethylformamide). Reaction conditions: temperature 80 celsius, time 4 hour. Product: FC(C1=NN(C(=C1)C(F)F)CC(=O)N1CCC(CC1)C=1SC=C(N1)C1=NOC(C1)C1=C(C(=CC=C1F)OCC#C)F)F (2-[3,5-bis(difluoromethyl)-1H-pyrazol-1-yl]-1-[4-(4-{5-[2,6-difluoro-3-(prop-2-yn-1-yloxy)phenyl]-4,5-dihydro-1,2-oxazol-3-yl}-1,3-thiazol-2-yl)piperidin-1-yl]ethanone). Yield: 86.6%. As a reaction SMILES: [F:1][CH:2]([F:39])[C:3]1[CH:7]=[C:6]([CH:8]([F:10])[F:9])[N:5]([CH2:11][C:12]([N:14]2[CH2:19][CH2:18][CH:17]([C:20]3[S:21][CH:22]=[C:23]([C:25]4[CH2:29][CH:28]([C:30]5[C:35]([F:36])=[CH:34][CH:33]=[C:32]([OH:37])[C:31]=5[F:38])[O:27][N:26]=4)[N:24]=3)[CH2:16][CH2:15]2)=[O:13])[N:4]=1.C(=O)([O-])[O-].[K+].[K+].[I-].[K+].Br[CH2:49][C:50]#[CH:51].[Cl-].[NH4+]>CN(C)C=O.C1(C)C=CC=CC=1>[F:39][CH:2]([F:1])[C:3]1[CH:7]=[C:6]([CH:8]([F:9])[F:10])[N:5]([CH2:11][C:12]([N:14]2[CH2:15][CH2:16][CH:17]([C:20]3[S:21][CH:22]=[C:23]([C:25]4[CH2:29][CH:28]([C:30]5[C:35]([F:36])=[CH:34][CH:33]=[C:32]([O:37][CH2:51][C:50]#[CH:49])[C:31]=5[F:38])[O:27][N:26]=4)[N:24]=3)[CH2:18][CH2:19]2)=[O:13])[N:4]=1 |f:1.2.3,4.5,7.8|. Reported procedure: To a solution of 2-[3,5-bis(difluoromethyl)-1H-pyrazol-1-yl]-1-(4-{4-[5-(2,6-difluoro-3-hydroxyphenyl)-4,5-dihydro-1,2-oxazol-3-yl]-1,3-thiazol-2-yl}piperidin-1-yl)ethanone (1.82 g) and potassium carbonate (657 mg) in N,N-dimethylformamide (15 ml) are added, at room temperature, potassium iodide (289 mg) and 3-bromoprop-1-yne (755 mg)) (80 wt % in toluene). The reaction mixture is stirred at 80° C. for 4 h. Then the mixture is admixed with saturated aqueous solution of ammonium chloride and extr... The reactants are solution, OS(=O)(=O)O (H2SO4), OC1=C(C=CC=C1)C1=NC2=CC(=CC=C2C(=N1)N1C[C@@H](CC1)NC(OCC(C)C)=O)C ((R)-isobutyl 1-(2-(2-hydroxyphenyl)-7-methylquinazolin-4-yl)pyrrolidin-3-ylcarbamate). The solvent is C(C)#N (acetonitrile), C1CCOC1 (THF). Run at time 2 hour. Product: S(=O)(=O)(O)O.OC1=C(C=CC=C1)C1=NC2=CC(=CC=C2C(=N1)N1C[C@@H](CC1)NC(OCC(C)C)=O)C ((R)-isobutyl 1-(2-(2-hydroxyphenyl)-7-methylquinazolin-4-yl)pyrrolidin-3-ylcarbamate sulfate). As a reaction SMILES: [OH:1][S:2]([OH:5])(=[O:4])=[O:3].[OH:6][C:7]1[CH:12]=[CH:11][CH:10]=[CH:9][C:8]=1[C:13]1[N:22]=[C:21]([N:23]2[CH2:27][CH2:26][C@@H:25]([NH:28][C:29](=[O:35])[O:30][CH2:31][CH:32]([CH3:34])[CH3:33])[CH2:24]2)[C:20]2[C:15](=[CH:16][C:17]([CH3:36])=[CH:18][CH:19]=2)[N:14]=1>C(#N)C.C1COCC1>[S:2]([OH:5])([OH:4])(=[O:3])=[O:1].[OH:6][C:7]1[CH:12]=[CH:11][CH:10]=[CH:9][C:8]=1[C:13]1[N:22]=[C:21]([N:23]2[CH2:27][CH2:26][C@@H:25]([NH:28][C:29](=[O:35])[O:30][CH2:31][CH:32]([CH3:34])[CH3:33])[CH2:24]2)[C:20]2[C:15](=[CH:16][C:17]([CH3:36])=[CH:18][CH:19]=2)[N:14]=1 |f:4.5|. Reported procedure: A 0.5 M solution of H2SO4 in acetonitrile (2.38 mL) was added to a solution of ((R)-isobutyl 1-(2-(2-hydroxyphenyl)-7-methylquinazolin-4-yl)pyrrolidin-3-ylcarbamate (0.5 g, 1.19 mmol) in dry THF (2.0 mL), and the reaction was stirred at RT for 2 h. The formed gelatinous white slurry was filtered, washed with THF, and dried under vacuum to give (R)-isobutyl 1-(2-(2-hydroxyphenyl)-7-methylquinazolin-4-yl)pyrrolidin-3-ylcarbamate sulfate as a yellow solid. 1H NMR (400 MHz, DMSO-d6) δ 8.29 (d, J=8.2... Reactants: C1CCOC1, COc1ccc2c(c1)CCC(C=O)=C2Oc1ccc(OCCN2CCCCC2)cc1, CC(=O)O, CCO, [O-][Cl+][O-], [Na+], O, Oc1cccc(O)c1. Product: COc1ccc2c(c1)CCC(C(=O)O)=C2Oc1ccc(OCCN2CCCCC2)cc1. As a reaction SMILES: [CH2:39]1[O:40][CH2:41][CH2:42][CH2:43]1.[CH3:1][O:2][c:3]1[cH:4][c:5]2[c:10]([cH:11][cH:12]1)[C:9]([O:13][c:14]1[cH:15][cH:16][c:17]([O:20][CH2:21][CH2:22][N:23]3[CH2:24][CH2:25][CH2:26][CH2:27][CH2:28]3)[cH:18][cH:19]1)=[C:8]([CH:29]=[O:30])[CH2:7][CH2:6]2.[CH3:49][C:50](=[O:51])[OH:52].[CH3:53][CH2:54][OH:55].[Cl+:44]([O-:45])[O-:46].[Na+:47].[OH2:48].[OH:31][c:32]1[cH:33][c:34]([OH:35])[cH:36][cH:37][cH:38]1>>[CH3:1][O:2][c:3]1[cH:4][c:5]2[c:10]([cH:11][cH:12]1)[C:9]([O:13][c:14]1[cH:15][cH:16][c:17]([O:20][CH2:21][CH2:22][N:23]3[CH2:24][CH2:25][CH2:26][CH2:27][CH2:28]3)[cH:18][cH:19]1)=[C:8]([C:29](=[O:30])[OH:31])[CH2:7][CH2:6]2. The reactants are C1CCN2C[C@@H]3C[C@H]([C@H]2C1)CN4[C@H]3CCCC4 ((−)-sparteine), C(C1=CC=CC=C1)[C@H]1N(C(OC1)=O)C(CCCCO[Si](C1=CC=CC=C1)(C1=CC=CC=C1)C(C)(C)C)=O ((R)-4-benzyl-3-[5-(tert-butyl-diphenyl-silanyloxy)-pentanoyl]-oxazolidin-2-one), C(\C=C\C1=CC=CC=C1)=O (trans-cinnamaldehyde). Reagents/catalysts: [Ti](Cl)(Cl)(Cl)Cl (titanium(IV) chloride). Solvent: C(Cl)Cl (methylene chloride). Conditions: time 5 minute. Yields the product C(C1=CC=CC=C1)[C@H]1N(C(OC1)=O)C([C@@H]([C@@H](C=CC1=CC=CC=C1)O)CCCO[Si](C1=CC=CC=C1)(C1=CC=CC=C1)C(C)(C)C)=O ((4R)-4-Benzyl-3-{(2R,3R)-2-[3-(tert-butyl-diphenyl-silanyloxy)-propyl]-3-hydroxy-5-phenyl-pent-4-enoyl}-oxazolidin-2-one). The yield is 83.2%. Reaction SMILES: [CH2:1]([C@@H:8]1[CH2:12][O:11][C:10](=[O:13])[N:9]1[C:14](=[O:37])[CH2:15][CH2:16][CH2:17][CH2:18][O:19][Si:20]([C:33]([CH3:36])([CH3:35])[CH3:34])([C:27]1[CH:32]=[CH:31][CH:30]=[CH:29][CH:28]=1)[C:21]1[CH:26]=[CH:25][CH:24]=[CH:23][CH:22]=1)[C:2]1[CH:7]=[CH:6][CH:5]=[CH:4][CH:3]=1.C1C[C@H]2N(C[C@H]3[C@@H]4CCCCN4C[C@@H]2C3)CC1.[CH:55](=[O:64])/[CH:56]=[CH:57]/[C:58]1[CH:63]=[CH:62][CH:61]=[CH:60][CH:59]=1>C(Cl)Cl.[Ti](Cl)(Cl)(Cl)Cl>[CH2:1]([C@@H:8]1[CH2:12][O:11][C:10](=[O:13])[N:9]1[C:14](=[O:37])[C@H:15]([CH2:16][CH2:17][CH2:18][O:19][Si:20]([C:33]([CH3:34])([CH3:36])[CH3:35])([C:21]1[CH:26]=[CH:25][CH:24]=[CH:23][CH:22]=1)[C:27]1[CH:28]=[CH:29][CH:30]=[CH:31][CH:32]=1)[C@H:55]([OH:64])[CH:56]=[CH:57][C:58]1[CH:63]=[CH:62][CH:61]=[CH:60][CH:59]=1)[C:2]1[CH:7]=[CH:6][CH:5]=[CH:4][CH:3]=1. Procedure details: To a stirring solution of (R)-4-benzyl-3-[5-(tert-butyl-diphenyl-silanyloxy)-pentanoyl]-oxazolidin-2-one (1.64 g, 3.19 mmol) in dry methylene chloride (15.9 mL) in a flame dried round bottom flask under N2 at 0° C. was added titanium(IV) chloride (386 μL, 3.51 mmol). After 5 min, (−)-sparteine (1.83 mL, 7.97 mmol) was added. After 20 min, trans-cinnamaldehyde (442 μL, 3.51 mmol) was added dropwise to the purple suspension, and the resulting pale green-yellow solution was stirred for 1 h. The rea... Starting materials: N1=CC=CC2=CC=C3C=CC=NC3=C12 (phenanthroline), BrC1=NC=C(C=C1C(F)(F)F)[N+](=O)[O-] (2-bromo-5-nitro-3-(trifluoromethyl)pyridine), C(#N)[Cu] (CuCN). Solvent: CC(=O)N(C)C (dimethylacetamide). Reaction conditions: temperature 160 celsius, time 40 minute. Product: [N+](=O)([O-])C=1C=C(C(=NC1)C#N)C(F)(F)F (5-nitro-3-(trifluoromethyl)pyridine-2-carbonitrile). Isolated yield 67.0%. Reaction SMILES: Br[C:2]1[C:7]([C:8]([F:11])([F:10])[F:9])=[CH:6][C:5]([N+:12]([O-:14])=[O:13])=[CH:4][N:3]=1.[N:15]1C2C(=CC=C3C=2N=CC=C3)C=C[CH:16]=1.C([Cu])#N>CC(N(C)C)=O>[N+:12]([C:5]1[CH:6]=[C:7]([C:8]([F:11])([F:10])[F:9])[C:2]([C:16]#[N:15])=[N:3][CH:4]=1)([O-:14])=[O:13]. Procedure: The crude 2-bromo-5-nitro-3-(trifluoromethyl)pyridine 21 is dissolved in dimethylacetamide (DMA) and phenanthroline (0.2 equivalents) is added. The mixture is heated to 160° C. and CuCN (2 equivalents) is added. The mixture is stirred for 40 minutes. Chromatography is performed to produce the 5-nitro-3-(trifluoromethyl)pyridine-2-carbonitrile 22 in a yield of 67%. The reactants are FC1CNCC1CNC1CC1, O=C(O)c1cn(-c2ccc(F)cc2F)c2nc(Cl)c(F)cc2c1=O. The product is O=C(O)c1cn(-c2ccc(F)cc2F)c2nc(N3CC(F)C(CNC4CC4)C3)c(F)cc2c1=O. Reaction SMILES: [CH:25]1([NH:28][CH2:29][CH:30]2[CH2:31][NH:32][CH2:33][CH:34]2[F:35])[CH2:26][CH2:27]1.[Cl:1][c:2]1[c:3]([F:24])[cH:4][c:5]2[c:6](=[O:23])[c:7]([C:20](=[O:21])[OH:22])[cH:8][n:9](-[c:12]3[c:13]([F:19])[cH:14][c:15]([F:18])[cH:16][cH:17]3)[c:10]2[n:11]1>>[c:2]1([N:32]2[CH2:31][CH:30]([CH2:29][NH:28][CH:25]3[CH2:26][CH2:27]3)[CH:34]([F:35])[CH2:33]2)[c:3]([F:24])[cH:4][c:5]2[c:6](=[O:23])[c:7]([C:20](=[O:21])[OH:22])[cH:8][n:9](-[c:12]3[c:13]([F:19])[cH:14][c:15]([F:18])[cH:16][cH:17]3)[c:10]2[n:11]1. Starting materials: COc1ccc(C(=O)c2sccc2Br)cc1, Cc1ccccc1, Cl, Cl, NO, O, c1ccncc1. The product is COc1ccc(C(=NO)c2sccc2Br)cc1. Reaction SMILES: [Br:1][c:2]1[c:3]([C:7](=[O:8])[c:9]2[cH:10][cH:11][c:12]([O:15][CH3:16])[cH:13][cH:14]2)[s:4][cH:5][cH:6]1.[CH3:27][c:28]1[cH:29][cH:30][cH:31][cH:32][cH:33]1.[ClH:17].[ClH:26].[NH2:18][OH:19].[OH2:34].[cH:20]1[cH:21][cH:22][n:23][cH:24][cH:25]1>>[Br:1][c:2]1[c:3]([C:7]([c:9]2[cH:10][cH:11][c:12]([O:15][CH3:16])[cH:13][cH:14]2)=[N:18][OH:19])[s:4][cH:5][cH:6]1. The reactants are C1OC=2C=C3CCNC(C3=CC2O1)=O (6,7-methylenedioxy-1-oxo-1,2,3,4-tetrahydro-isoquinoline), ClCCC1N(CCCC1)CCCC1=CC=NC=C1 (2-(2-chloroethyl)-N-[3-(pyrid-4-yl)-propyl]piperidine). Product: O.O.Cl.Cl.N1=CC=C(C=C1)CCCN1C(CCCC1)CCN1C(C2=CC3=C(C=C2CC1)OCO3)=O (2-[2-(N-(3-(Pyrid-4-yl)-propyl)-piperid-2-yl)-ethyl]-6,7-methylenedioxy-1-oxo-1,2,3,4-tetrahydro-isoquinoline-dihydrochloride-dihydrate). RXN SMILES: [CH2:1]1[O:13][C:12]2[CH:11]=[C:10]3[C:5]([CH2:6][CH2:7][NH:8][C:9]3=[O:14])=[CH:4][C:3]=2[O:2]1.[Cl:15][CH2:16][CH2:17][CH:18]1[CH2:23][CH2:22][CH2:21][CH2:20][N:19]1[CH2:24][CH2:25][CH2:26][C:27]1[CH:32]=[CH:31][N:30]=[CH:29][CH:28]=1>>[OH2:2].[OH2:2].[ClH:15].[ClH:15].[N:30]1[CH:31]=[CH:32][C:27]([CH2:26][CH2:25][CH2:24][N:19]2[CH2:20][CH2:21][CH2:22][CH2:23][CH:18]2[CH2:17][CH2:16][N:8]2[CH2:7][CH2:6][C:5]3[C:10](=[CH:11][C:12]4[O:13][CH2:1][O:2][C:3]=4[CH:4]=3)[C:9]2=[O:14])=[CH:28][CH:29]=1 |f:2.3.4.5.6|. Reported procedure: Prepared from 6,7-methylenedioxy-1-oxo-1,2,3,4-tetrahydro-isoquinoline and 2-(2-chloroethyl)-N-[3-(pyrid-4-yl)-propyl]piperidine analogously to Example 2. Reactants: ClC=1C=CC2=C(C(NCC=3N2C(=NN3)C)=S)C1 (8-Chloro-4,5-dihydro-1-methyl-6H-s-triazolo[4,3-a][1,4]benzodiazepine-6-thione), N1CCC=CC1 (1,2,3,6-tetrahydropyridine). Solvent: O (water). Conditions: time 3 day. Product: ClC=1C=CC2=C(C(=NCC=3N2C(=NN3)C)N3CCC=CC3)C1 (8-Chloro-6-(3,6-dihydro-1(2H)-pyridyl)-1-methyl-4H-s-triazolo-[4,3-a][1,4]benzodiazepine). As a reaction SMILES: [Cl:1][C:2]1[CH:3]=[CH:4][C:5]2[N:11]3[C:12]([CH3:15])=[N:13][N:14]=[C:10]3[CH2:9][NH:8][C:7](=S)[C:6]=2[CH:17]=1.[NH:18]1[CH2:23][CH:22]=[CH:21][CH2:20][CH2:19]1>O>[Cl:1][C:2]1[CH:3]=[CH:4][C:5]2[N:11]3[C:12]([CH3:15])=[N:13][N:14]=[C:10]3[CH2:9][N:8]=[C:7]([N:18]3[CH2:19][CH:20]=[CH:21][CH2:22][CH2:23]3)[C:6]=2[CH:17]=1. Reported procedure: A stirred mixture of 8-Chloro-4,5-dihydro-1-methyl-6H-s-triazolo[4,3-a][1,4]benzodiazepine-6-thione (2.65 g., 0.01 mole) and 1,2,3,6-tetrahydropyridine (15 ml.) was refluxed for 32 hours with a slow stream of nitrogen passing through the mixture. It was then kept at ambient temperature for three days, mixed with water and extracted with methylene chloride; the aqueous layer was saturated with sodium chloride and re-extracted with methylene chloride. The combined extracts were washed with brine, ...